From a dataset of the Open Reaction Database (ORD), a public repository of structured organic reaction records. describe an organic reaction: reactants, conditions, products, and yield Starting materials: Cc1c(C(F)(F)F)[nH]c(=O)n(-c2ccc(Br)cc2F)c1=O, O=C([O-])[O-], CI, [K+], [K+], CN(C)C=O. Yields the product Cc1c(C(F)(F)F)n(C)c(=O)n(-c2ccc(Br)cc2F)c1=O. As a reaction SMILES: [Br:1][c:2]1[cH:3][c:4]([F:21])[c:5](-[n:8]2[c:9](=[O:20])[nH:10][c:11]([C:16]([F:17])([F:18])[F:19])[c:12]([CH3:15])[c:13]2=[O:14])[cH:6][cH:7]1.[C:24](=[O:25])([O-:26])[O-:27].[CH3:22][I:23].[K+:28].[K+:29].[O:30]=[CH:31][N:32]([CH3:33])[CH3:34]>>[Br:1][c:2]1[cH:3][c:4]([F:21])[c:5](-[n:8]2[c:9](=[O:20])[n:10]([CH3:24])[c:11]([C:16]([F:17])([F:18])[F:19])[c:12]([CH3:15])[c:13]2=[O:14])[cH:6][cH:7]1. The reactants are BrC1=C2CC(C(C2=CC(=C1OCC(C)C)C(C)(C)C)=O)C (4-bromo-5-isobutoxy-6-tertbutyl-2-methylindanone), C1(=CC=CC=C1)B(O)O (phenylboronic acid), C(=O)([O-])[O-].[Na+].[Na+] (Na2CO3), C1=CC=C(C=C1)P(C2=CC=CC=C2)C3=CC=CC=C3 (PPh3). The reagents and catalysts are CC(=O)[O-].CC(=O)[O-].[Pd+2] (Pd(OAc)2). Run in COCCOC (DME), O (water). Product: C(C)(C)(C)C1=C(C(=C2CC(C(C2=C1)=O)C)C1=CC=CC=C1)OCC(C)C (6-tert-Butyl-5-isobutoxy-2-methyl-4-phenylindan-1-one). RXN SMILES: Br[C:2]1[C:10]([O:11][CH2:12][CH:13]([CH3:15])[CH3:14])=[C:9]([C:16]([CH3:19])([CH3:18])[CH3:17])[CH:8]=[C:7]2[C:3]=1[CH2:4][CH:5]([CH3:21])[C:6]2=[O:20].[C:22]1(B(O)O)[CH:27]=[CH:26][CH:25]=[CH:24][CH:23]=1.C([O-])([O-])=O.[Na+].[Na+].C1C=CC(P(C2C=CC=CC=2)C2C=CC=CC=2)=CC=1>CC([O-])=O.CC([O-])=O.[Pd+2].COCCOC.O>[C:16]([C:9]1[CH:8]=[C:7]2[C:3]([CH2:4][CH:5]([CH3:21])[C:6]2=[O:20])=[C:2]([C:22]2[CH:27]=[CH:26][CH:25]=[CH:24][CH:23]=2)[C:10]=1[O:11][CH2:12][CH:13]([CH3:15])[CH3:14])([CH3:19])([CH3:18])[CH3:17] |f:2.3.4,6.7.8|. Procedure: A mixture of 48.4 g (137 mmol) of 4-bromo-5-isobutoxy-6-tertbutyl-2-methylindanone, 25.0 g (205 mmol) of phenylboronic acid, 40.5 g (382 mmol) of Na2CO3, 1.90 g (8.22 mmol, 6 mol %) of Pd(OAc)2, 4.30 g (16.4 mmol, 12 mol %) of PPh3, 180 ml of water, and 520 ml of DME was refluxed for 6 h. Then, this reaction mixture was quenched with water, solvents were evaporated. The residue was dissolved in 500 ml of dichloromethane, this solution was washed with 500 ml of water. The organic layer was separa... The reactants are BrC1=C2C=CC(N(C2=CC(=C1)C=1CCN(CC1)C(C)(C)C)C1=C(C=CC=C1Cl)Cl)=O (5-bromo-7-(1-tert-butyl-1,2,3,6-tetrahydropyridin-4-yl)-1-(2,6-dichlorophenyl)quinolin-2(1H)-one), FC1=C(C=C(C=C1)B(O)O)C (4-fluoro-3-methylphenylboronic acid). Yields the product C(C)(C)(C)N1CCC(CC1)C1=CC(=C2C=CC(N(C2=C1)C1=C(C=CC=C1Cl)Cl)=O)C1=CC=C(C=C1)F (7-(1-tert-Butylpiperidin-4-yl)-1-(2,6-dichlorophenyl)-5-(4-fluorophenyl)quinolin-2(1H)-one). Reaction SMILES: Br[C:2]1[CH:11]=[C:10]([C:12]2[CH2:13][CH2:14][N:15]([C:18]([CH3:21])([CH3:20])[CH3:19])[CH2:16][CH:17]=2)[CH:9]=[C:8]2[C:3]=1[CH:4]=[CH:5][C:6](=[O:30])[N:7]2[C:22]1[C:27]([Cl:28])=[CH:26][CH:25]=[CH:24][C:23]=1[Cl:29].[F:31][C:32]1[CH:37]=[CH:36][C:35](B(O)O)=[CH:34][C:33]=1C>>[C:18]([N:15]1[CH2:14][CH2:13][CH:12]([C:10]2[CH:9]=[C:8]3[C:3]([CH:4]=[CH:5][C:6](=[O:30])[N:7]3[C:22]3[C:27]([Cl:28])=[CH:26][CH:25]=[CH:24][C:23]=3[Cl:29])=[C:2]([C:35]3[CH:36]=[CH:37][C:32]([F:31])=[CH:33][CH:34]=3)[CH:11]=2)[CH2:17][CH2:16]1)([CH3:19])([CH3:21])[CH3:20]. Procedure details: The title compound was prepared from 5-bromo-7-(1-tert-butyl-1,2,3,6-tetrahydropyridin-4-yl)-1-(2,6-dichlorophenyl)quinolin-2(1H)-one (INTERMEDIATE ABA5) and using 4-fluoro-3-methylphenylboronic acid as described in EXAMPLE ABA11. 1H NMR (CD3OD, 500 MHz): δ 1.252 (s, 9H), 1.734 (bs, 2H), 1.955 (bs, 2H), 2.084 (s, 3H), 2.665 (bs, 4H), 3.307 (m, 1H), 3.394 (bs, 2H), 6.471 (s, 1H), 6.650 (d, J=9.9 Hz, 1H), 7.064 (t, J=5.7 Hz, 1H), 7.123 (s, 1H), 7.146 (dd, J=2.7, 9.9 Hz, 1H), 7.243 (dd, J=5.7, 8.5 ...